From a dataset of the Open Reaction Database (ORD), a public repository of structured organic reaction records. describe an organic reaction: reactants, conditions, products, and yield Starting materials: C(C)(C)(C)OC(=O)N1CC2=C(CC1)SC(=C2)C (5-t-Butoxycarbonyl-2-methyl-4,5,6,7-tetrahydro-thieno[3,2-c]pyridine). Run in CO.Cl (hydrochloric acid methanol). Conditions: time 14 hour. Product: CC1=CC=2CNCCC2S1 (2-Methyl-4,5,6,7-tetrahydro-thieno[3,2-c]pyridine). As a reaction SMILES: C(OC([N:8]1[CH2:13][CH2:12][C:11]2[S:14][C:15]([CH3:17])=[CH:16][C:10]=2[CH2:9]1)=O)(C)(C)C>CO.Cl>[CH3:17][C:15]1[S:14][C:11]2[CH2:12][CH2:13][NH:8][CH2:9][C:10]=2[CH:16]=1 |f:1.2|. Reported procedure: 5-t-Butoxycarbonyl-2-methyl-4,5,6,7-tetrahydro-thieno[3,2-c]pyridine (100 mg, 0.40 mmol) was dissolved in hydrochloric acid methanol solution and stirred at room temperature for 14 hours. By evaporating the solvent from the reaction solution under a reduced pressure, 60 mg (0.39 mmol, 99% in yield) of the title compound was obtained.